Dataset: the Open Reaction Database (ORD), a public repository of structured organic reaction records. Task: describe an organic reaction: reactants, conditions, products, and yield Reactants: BrC=1C=CC(=NC1)CCC (5-Bromo-2-propyl-pyridine), C(CCC)C(=C(CCCC)CCCC)[Sn] (tributylvinyltin). Reagents/catalysts: C=1C=CC(=CC1)[P](C=2C=CC=CC2)(C=3C=CC=CC3)[Pd]([P](C=4C=CC=CC4)(C=5C=CC=CC5)C=6C=CC=CC6)([P](C=7C=CC=CC7)(C=8C=CC=CC8)C=9C=CC=CC9)[P](C=1C=CC=CC1)(C=1C=CC=CC1)C=1C=CC=CC1 (Pd(PPh3)4). Run in CN(C)C=O.C1CCOC1 (DMF THF), O (water). Conditions: temperature 100 celsius. Yields the product C(CC)C1=NC=C(C=C1)C=C (2-propyl-5-vinylpyridine). Yield: 40.8%. RXN SMILES: Br[C:2]1[CH:3]=[CH:4][C:5]([CH2:8][CH2:9][CH3:10])=[N:6][CH:7]=1.[CH2:11](C([Sn])=C(CCCC)CCCC)[CH2:12]CC>CN(C=O)C.C1COCC1.O.C1C=CC([P]([Pd]([P](C2C=CC=CC=2)(C2C=CC=CC=2)C2C=CC=CC=2)([P](C2C=CC=CC=2)(C2C=CC=CC=2)C2C=CC=CC=2)[P](C2C=CC=CC=2)(C2C=CC=CC=2)C2C=CC=CC=2)(C2C=CC=CC=2)C2C=CC=CC=2)=CC=1>[CH2:8]([C:5]1[CH:4]=[CH:3][C:2]([CH:11]=[CH2:12])=[CH:7][N:6]=1)[CH2:9][CH3:10] |f:2.3,^1:12,40,42,61,80|. Procedure: The title compound was prepared by following general procedure 2. 5-Bromo-2-propyl-pyridine (0.5 g, 2.5 mmol) was dissolved in DMF:THF (3:1, 8 mL). To this solution, tributylvinyltin (1.3 mL, 3.7 mmol) and Pd(PPh3)4 (0.057 g, 0.05 mmol) was added at RT under nitrogen and was heated at 100° C. for 2 h. The reaction mixture was cooled to RT and diluted with water (80 mL) and extracted with DCM (3×100 mL), the organic layer was dried over anhydrous sodium sulfate and concentrated under reduced pres... Reactants: CCCC1CC(=O)C2=C(C1)NC(C)=C(C#N)C2c1cc(Br)c(OCCOS(C)(=O)=O)c(OCC)c1, [NH4+], C1COCCO1, [OH-]. The product is CCCC1CC(=O)C2=C(C1)NC(C)=C(C#N)C2c1cc(Br)c(OCCN)c(OCC)c1. Reaction SMILES: [Br:1][c:2]1[c:3]([O:4][CH2:5][CH2:6][O:7][S:8]([CH3:9])(=[O:10])=[O:11])[c:12]([O:33][CH2:34][CH3:35])[cH:13][c:14]([CH:16]2[C:17]([C:31]#[N:32])=[C:18]([CH3:30])[NH:19][C:20]3=[C:25]2[C:24](=[O:26])[CH2:23][CH:22]([CH2:27][CH2:28][CH3:29])[CH2:21]3)[cH:15]1.[NH4+:37].[O:38]1[CH2:39][CH2:40][O:41][CH2:42][CH2:43]1.[OH-:36]>>[Br:1][c:2]1[c:3]([O:4][CH2:5][CH2:6][NH2:37])[c:12]([O:33][CH2:34][CH3:35])[cH:13][c:14]([CH:16]2[C:17]([C:31]#[N:32])=[C:18]([CH3:30])[NH:19][C:20]3=[C:25]2[C:24](=[O:26])[CH2:23][CH:22]([CH2:27][CH2:28][CH3:29])[CH2:21]3)[cH:15]1.